Dataset: the Open Reaction Database (ORD), a public repository of structured organic reaction records. Task: describe an organic reaction: reactants, conditions, products, and yield Yields the product ClC(C(CCCCCC)O)(Cl)Cl (1,1,1-trichloro-2-octanol). Reactants: C(OC(C(Cl)(Cl)Cl)CCCCCC)([O-])=O.[Na+] (sodium 1,1,1-trichloro-2-octyl carbonate), C(CCCCCC)=O (n-heptanal), ClC(C(=O)[O-])(Cl)Cl.[Na+] (sodium trichloroacetate), C(OC(C(Cl)(Cl)Cl)CCCCCC)([O-])=O.[Na+] (sodium 1,1,1-trichloro-2-octyl carbonate), solvent. Reaction conditions: time 8 hour. Solvent: O (water). Procedure details: The contents of a flask charged with n-heptanal (2.5 mmol), sodium trichloroacetate (2.7 mmol) and a solvent (10 g) were stirred for 16 hours. At the end of this period, when the reaction mixture contained sodium 1,1,1-trichloro-2-octyl carbonate (compound 24), ##STR35## water (50 ml) was added and the mixture was extracted with two portions (each of 25 ml) of n-pentane. Six experiments were thus carried out, each with another solvent. Table I shows which solvents and temperatures were used and ... As a reaction SMILES: C(=O)CCCCCC.ClC(Cl)(Cl)C([O-])=O.[Na+].C(=O)([O-])[O:18][CH:19]([CH2:24][CH2:25][CH2:26][CH2:27][CH2:28][CH3:29])[C:20]([Cl:23])([Cl:22])[Cl:21].[Na+]>O>[Cl:21][C:20]([Cl:22])([Cl:23])[CH:19]([OH:18])[CH2:24][CH2:25][CH2:26][CH2:27][CH2:28][CH3:29] |f:1.2,3.4|.